The task is: describe an organic reaction: reactants, conditions, products, and yield. This data is from the Open Reaction Database (ORD), a public repository of structured organic reaction records. Starting materials: C(C)(C)C1=C(C(=CC(=C1)OC1=C(C=CC=C1)F)C(C)C)NC(=S)NC(C)C (N-[2,6-diisopropyl-4-(2-fluorophenoxy)-phenyl]-N'-isopropylthiourea), C(C)(=O)Cl (acetyl chloride). Solvent: CC(=O)C (acetone). Reaction conditions: time 3 hour. Yields the product Cl.C(C)(C)C1=C(C(=CC(=C1)OC1=C(C=CC=C1)F)C(C)C)NC(SC(C)=O)=NC(C)C (N-[2,6-Diisopropyl-4-(2-fluorophenoxy)-phenyl]-N'-isopropyl-S-acetylisothiourea hydrochloride). Reaction SMILES: [CH:1]([C:4]1[CH:9]=[C:8]([O:10][C:11]2[CH:16]=[CH:15][CH:14]=[CH:13][C:12]=2[F:17])[CH:7]=[C:6]([CH:18]([CH3:20])[CH3:19])[C:5]=1[NH:21][C:22]([NH:24][CH:25]([CH3:27])[CH3:26])=[S:23])([CH3:3])[CH3:2].[C:28]([Cl:31])(=[O:30])[CH3:29]>CC(C)=O>[ClH:31].[CH:1]([C:4]1[CH:9]=[C:8]([O:10][C:11]2[CH:16]=[CH:15][CH:14]=[CH:13][C:12]=2[F:17])[CH:7]=[C:6]([CH:18]([CH3:20])[CH3:19])[C:5]=1[NH:21][C:22](=[N:24][CH:25]([CH3:27])[CH3:26])[S:23][C:28](=[O:30])[CH3:29])([CH3:2])[CH3:3] |f:3.4|. Reported procedure: 7.7 g of N-[2,6-diisopropyl-4-(2-fluorophenoxy)-phenyl]-N'-isopropylthiourea are dissolved in 20 ml of acetone, and 2.36 g of acetyl chloride are added dropwise with stirring at +5° to 10° C. The reaction mixture is subsequently allowed to stand for 3 hours at +10° C. The product which has crystallized out is filtered off with suction, washed with a little acetone and dried in vacuo. The title compound of the formula ##STR9## is present in the form of colourless crystals; melting point 164° C. w...